Dataset: the Open Reaction Database (ORD), a public repository of structured organic reaction records. Task: describe an organic reaction: reactants, conditions, products, and yield Reactants: C(C)P(OCCCC)[O-] (butyl ethylphosphonite), C(C=C)#N (acrylonitrile), solution. Run in C1(=CC=CC=C1)C (toluene), C1(=CC=CC=C1)C (toluene). Yields the product C(C)P(OCCCC)(=O)CCC#N (butyl ethyl(2-cyanoethyl)phosphinate). The yield is 84.1%. As a reaction SMILES: [CH2:1]([P:3]([O-:9])[O:4][CH2:5][CH2:6][CH2:7][CH3:8])[CH3:2].[C:10](#[N:13])[CH:11]=[CH2:12]>C1(C)C=CC=CC=1>[CH2:1]([P:3]([CH2:12][CH2:11][C:10]#[N:13])(=[O:9])[O:4][CH2:5][CH2:6][CH2:7][CH3:8])[CH3:2]. Procedure: 150 g (1 mol) of butyl ethylphosphonite (produced as in Example 2) and 64 g (1.2 mol) of acrylonitrile in 217 g of toluene are heated to about 100° C. While stirring, 124 g of a 10% solution of Wako V65 in toluene are added by metered addition. The solvent is distilled off in vacuo to leave 171 g (84% of theory) of butyl ethyl(2-cyanoethyl)phosphinate. The reactants are C(C)(=O)O[BH-](OC(C)=O)OC(C)=O.[Na+] (sodium triacetoxyborohydride), COC1=CC=C(C=C1)NC1=CC=CC2=C1N(C(N2)=O)C (7-[(4-methoxyphenyl)amino]-1-methyl-1,3-dihydro-2H-benzimidazol-2-one), C(CCC)=O (butyraldehyde). Reagents/catalysts: C(C)(=O)O (acetic acid). Run in ClC(C)Cl (dichloroethane), C(C)(=O)OCC (ethyl acetate). Run at temperature 70 celsius. Product: C(CCC)N(C1=CC=CC2=C1N(C(N2)=O)C)C2=CC=C(C=C2)OC (7-[Butyl(4-methoxyphenyl)amino]-1-methyl-1,3-dihydro-2H-benzimidazol-2-one). Yield: 581.4%. As a reaction SMILES: [CH3:1][O:2][C:3]1[CH:8]=[CH:7][C:6]([NH:9][C:10]2[C:15]3[N:16]([CH3:20])[C:17](=[O:19])[NH:18][C:14]=3[CH:13]=[CH:12][CH:11]=2)=[CH:5][CH:4]=1.[CH:21](=O)[CH2:22][CH2:23][CH3:24].C(O[BH-](OC(=O)C)OC(=O)C)(=O)C.[Na+]>ClC(Cl)C.C(O)(=O)C.C(OCC)(=O)C>[CH2:21]([N:9]([C:6]1[CH:7]=[CH:8][C:3]([O:2][CH3:1])=[CH:4][CH:5]=1)[C:10]1[C:15]2[N:16]([CH3:20])[C:17](=[O:19])[NH:18][C:14]=2[CH:13]=[CH:12][CH:11]=1)[CH2:22][CH2:23][CH3:24] |f:2.3|. Procedure details: A mixture of 0.100 g (0.37 mmol) of 7-[(4-methoxyphenyl)amino]-1-methyl-1,3-dihydro-2H-benzimidazol-2-one and 0.13 mL (1.5 mmol) of butyraldehyde in 15 mL of dichloroethane was treated with four drops of glacial acetic acid and 0.31 g (1.5 mmol) of sodium triacetoxyborohydride. The mixture was heated to 70° C. for five days. The mixture was diluted with ethyl acetate and was washed successively with saturated sodium bicarbonate and brine before being dried over sodium sulfate. The solution was f... The reactants are FC=1C=C(C=CC1)[C@H](OCCNC(OC)=O)[C@H]1CN(CCC1)C(N[C@H](CNC)C[C@H]1COCCC1)=O (methyl 2-((R)-(3-fluorophenyl)((R)-1-((S)-1-(methylamino)-3-((S)-tetrahydro-2H-pyran-3-yl)propan-2-yl carbamoyl)piperidin-3-yl)methoxy)ethylcarbamate), C(\C=C\C(=O)O)(=O)O (fumaric acid). Run in C(C)O (ethanol). The product is C(\C=C\C(=O)O)(=O)O.FC=1C=C(C=CC1)[C@H](OCCNC(OC)=O)[C@H]1CN(CCC1)C(N[C@H](CNC)C[C@H]1COCCC1)=O (methyl 2-((R)-(3-fluorophenyl)((R)-1-((S)-1-(methylamino)-3-((S)-tetrahydro-2H-pyran-3-yl)propan-2-ylcarbamoyl)piperidin-3-yl)methoxy)ethylcarbamate fumaric acid salt). Yield: 100.6%. As a reaction SMILES: [F:1][C:2]1[CH:3]=[C:4]([C@@H:8]([C@@H:17]2[CH2:22][CH2:21][CH2:20][N:19]([C:23](=[O:36])[NH:24][C@@H:25]([CH2:29][C@@H:30]3[CH2:35][CH2:34][CH2:33][O:32][CH2:31]3)[CH2:26][NH:27][CH3:28])[CH2:18]2)[O:9][CH2:10][CH2:11][NH:12][C:13](=[O:16])[O:14][CH3:15])[CH:5]=[CH:6][CH:7]=1.[C:37]([OH:44])(=[O:43])/[CH:38]=[CH:39]/[C:40]([OH:42])=[O:41]>C(O)C>[C:37]([OH:44])(=[O:43])/[CH:38]=[CH:39]/[C:40]([OH:42])=[O:41].[F:1][C:2]1[CH:3]=[C:4]([C@@H:8]([C@@H:17]2[CH2:22][CH2:21][CH2:20][N:19]([C:23](=[O:36])[NH:24][C@@H:25]([CH2:29][C@@H:30]3[CH2:35][CH2:34][CH2:33][O:32][CH2:31]3)[CH2:26][NH:27][CH3:28])[CH2:18]2)[O:9][CH2:10][CH2:11][NH:12][C:13](=[O:16])[O:14][CH3:15])[CH:5]=[CH:6][CH:7]=1 |f:3.4|. Procedure: An ethanol solution of methyl 2-((R)-(3-fluorophenyl)((R)-1-((S)-1-(methylamino)-3-((S)-tetrahydro-2H-pyran-3-yl)propan-2-yl carbamoyl)piperidin-3-yl)methoxy)ethylcarbamate (87.2 mg, 0.17 mmol) was treated with fumaric acid (19.8 mg, 0.17 mmol). The solvent was removed in vacuo and the residue re-dissolved in water. The solution was frozen using a dry ice-acetone bath and placed on a lypholizer to afford methyl 2-((R)-(3-fluorophenyl)((R)-1-((S)-1-(methylamino)-3-((S)-tetrahydro-2H-pyran-3-yl)pr... RXN SMILES: [C:1]([O:9]CC)(=O)[C:2]1[CH:7]=[CH:6][CH:5]=[N:4][CH:3]=1.[CH2:12]([NH2:15])[CH2:13][NH2:14]>>[NH2:14][CH2:13][CH2:12][NH:15][C:1]([C:2]1[CH:3]=[N:4][CH:5]=[CH:6][CH:7]=1)=[O:9]. Reactants: C(C1=CN=CC=C1)(=O)OCC (ethyl nicotinate), C(CN)N (ethylenediamine). Reaction conditions: temperature 100 celsius. Reported procedure: A mixture of ethyl nicotinate (21.9 g.) and ethylenediamine (30 ml.) was heated to 100° C. for 16 hours under an atmosphere of argon. Excess ethylenediamine was removed by distillation in vacuo and the residue was dissolved in water (100 ml.) The insoluble material [bis(carboxamido)derivative] was removed by filtration. Evaporation of the filtrate, addition of toluene (50 ml.) followed by re-evaporation gave crude N-(2-aminoethyl)pyridine-3-carboxamide (26.5 g.) as its oily free base, essentiall... Yields the product NCCNC(=O)C=1C=NC=CC1 (N-(2-aminoethyl)pyridine-3-carboxamide). The reactants are C(C)(=O)O[C@@H](C(=O)OC(C)(C)C)CCC1=CC=C(C=C1)[N+](=O)[O-] (tert.butyl 2(R)-acetoxy-4-(4-nitrophenyl)butanoate). Solvent: CO (methanol), N (ammonia), C(C)OCC.CCCCCC (diethyl ether n-hexane). Reaction conditions: time 16 hour. The product is O[C@@H](C(=O)OC(C)(C)C)CCC1=CC=C(C=C1)[N+](=O)[O-] (tert.butyl 2(R)-hydroxy-4-(4-nitrophenyl)butanoate). Yield: 86.2%. As a reaction SMILES: C([O:4][C@H:5]([CH2:13][CH2:14][C:15]1[CH:20]=[CH:19][C:18]([N+:21]([O-:23])=[O:22])=[CH:17][CH:16]=1)[C:6]([O:8][C:9]([CH3:12])([CH3:11])[CH3:10])=[O:7])(=O)C>CO.N.C(OCC)C.CCCCCC>[OH:4][C@H:5]([CH2:13][CH2:14][C:15]1[CH:16]=[CH:17][C:18]([N+:21]([O-:23])=[O:22])=[CH:19][CH:20]=1)[C:6]([O:8][C:9]([CH3:12])([CH3:10])[CH3:11])=[O:7] |f:3.4|. Procedure: 8.0 g of tert.butyl 2(R)-acetoxy-4-(4-nitrophenyl)butanoate were dissolved in 200 ml of methanol saturated with ammonia at 0° C. and the mixture was stirred for 16 hours. Evaporation of the mixture in vacuo gave 7 g of an almost colorless oil which was dissolved in an equal volume of diethyl ether/n-hexane (1:1) and eluted through a silica gel column with the same solvent mixture to give 6 g of tert.butyl 2(R)-hydroxy-4-(4-nitrophenyl)butanoate as a colorless crystalline solid having a melting p... The reactants are C(C)(C)(C)C=1N=C(C2=C(N1)N(N=N2)CC)N2CC(CC2)(F)F (5-tert-Butyl-7-(3,3-difluoro-pyrrolidin-1-yl)-3-ethyl-3H-[1,2,3]triazolo[4,5-d]pyrimidine), C(C)(C)(C)C=1N=C(C2=C(N1)NN=N2)N2CC(C(C2)(F)F)(F)F (5-tert-Butyl-7-(3,3,4,4-tetrafluoro-pyrrolidin-1-yl)-3H-[1,2,3]triazolo[4,5-d]pyrimidine), Cl.ClCC1=NN=C(N1C)C (3-(chloromethyl)-4,5-dimethyl-4H-1,2,4-triazole hydrochloride). Product: C(C)(C)(C)C=1N=C(C2=C(N1)N(N=N2)CC2=NN=C(N2C)C)N2CC(C(C2)(F)F)(F)F (5-tert-Butyl-3-(4,5-dimethyl-4H-[1,2,4]triazol-3-ylmethyl)-7-(3,3,4,4-tetrafluoro-pyrrolidin-1-yl)-3H-[1,2,3]triazolo[4,5-d]pyrimidine). RXN SMILES: C(C1N=C(N2CCC(F)(F)C2)C2N=NN(CC)C=2N=1)(C)(C)C.[C:23]([C:27]1[N:28]=[C:29]([N:36]2[CH2:40][C:39]([F:42])([F:41])[C:38]([F:44])([F:43])[CH2:37]2)[C:30]2[N:35]=[N:34][NH:33][C:31]=2[N:32]=1)([CH3:26])([CH3:25])[CH3:24].Cl.Cl[CH2:47][C:48]1[N:52]([CH3:53])[C:51]([CH3:54])=[N:50][N:49]=1>>[C:23]([C:27]1[N:28]=[C:29]([N:36]2[CH2:40][C:39]([F:41])([F:42])[C:38]([F:43])([F:44])[CH2:37]2)[C:30]2[N:35]=[N:34][N:33]([CH2:47][C:48]3[N:52]([CH3:53])[C:51]([CH3:54])=[N:50][N:49]=3)[C:31]=2[N:32]=1)([CH3:26])([CH3:24])[CH3:25] |f:2.3|. Reported procedure: In analogy to the procedure described for the synthesis of 5-tert-butyl-7-(3,3-difluoropyrrolidin-1-yl)-3-ethyl-3H-[1,2,3]triazolo[4,5-d]pyrimidine (example 61), the title compound was prepared from 5-tert-Butyl-7-(3,3,4,4-tetrafluoro-pyrrolidin-1-yl)-3H-[1,2,3]triazolo[4,5-d]pyrimidine and 3-(chloromethyl)-4,5-dimethyl-4H-1,2,4-triazole hydrochloride and isolated as white solid. MS (m/e): 428.3 (MH+). Starting materials: COCOc1ccc(-c2cc(=O)cc(N3CCOCC3)o2)c2c1Sc1ccccc1S2, CC(C)=O, Cl, [I-], [Na+], [Na+], [OH-]. Yields the product O=c1cc(-c2ccc(O)c3c2Sc2ccccc2S3)oc(N2CCOCC2)c1. RXN SMILES: [CH3:1][O:2][CH2:3][O:4][c:5]1[cH:6][cH:7][c:8](-[c:19]2[o:20][c:21]([N:26]3[CH2:27][CH2:28][O:29][CH2:30][CH2:31]3)[cH:22][c:23](=[O:25])[cH:24]2)[c:9]2[c:18]1[S:17][c:16]1[c:11]([cH:12][cH:13][cH:14][cH:15]1)[S:10]2.[CH3:37][C:38](=[O:39])[CH3:40].[ClH:34].[I-:33].[Na+:32].[Na+:36].[OH-:35]>>[OH:4][c:5]1[cH:6][cH:7][c:8](-[c:19]2[o:20][c:21]([N:26]3[CH2:27][CH2:28][O:29][CH2:30][CH2:31]3)[cH:22][c:23](=[O:25])[cH:24]2)[c:9]2[c:18]1[S:17][c:16]1[c:11]([cH:12][cH:13][cH:14][cH:15]1)[S:10]2.